From a dataset of the Open Reaction Database (ORD), a public repository of structured organic reaction records. describe an organic reaction: reactants, conditions, products, and yield Reactants: C1CCOC1, COC(=O)CCc1cc(C)n(C(OCc2ccc(Cl)cc2)c2cccc(Cl)c2)n1, [Li+], [OH-], O. The product is Cc1cc(CCC(=O)O)nn1C(OCc1ccc(Cl)cc1)c1cccc(Cl)c1. Reaction SMILES: [CH2:32]1[O:33][CH2:34][CH2:35][CH2:36]1.[CH3:1][O:2][C:3]([CH2:4][CH2:5][c:6]1[n:7][n:8]([CH:12]([c:13]2[cH:14][cH:15][cH:16][c:17]([Cl:19])[cH:18]2)[O:20][CH2:21][c:22]2[cH:23][cH:24][c:25]([Cl:28])[cH:26][cH:27]2)[c:9]([CH3:11])[cH:10]1)=[O:29].[Li+:31].[OH-:30].[OH2:37]>>[O:2]=[C:3]([CH2:4][CH2:5][c:6]1[n:7][n:8]([CH:12]([c:13]2[cH:14][cH:15][cH:16][c:17]([Cl:19])[cH:18]2)[O:20][CH2:21][c:22]2[cH:23][cH:24][c:25]([Cl:28])[cH:26][cH:27]2)[c:9]([CH3:11])[cH:10]1)[OH:29]. Starting materials: solution, C12CCCC(CCC1)B2 (9-borabicyclo[3.3.1]nonane), IC1=C(C=NC2=CC=C(C=C12)OC)F (4-iodo-3-fluoro-6-methoxyquinoline), P(=O)([O-])([O-])[O-].[K+].[K+].[K+] (potassium phosphate), C(C)(C)(C)OC(=O)N1CC(C(CC1)CC=C)C(=O)OC (methyl (3RS,4RS)-1-(tert-butyloxycarbonyl)-4-allylpiperidine-3-carboxylate). The reagents and catalysts are [Cl-].C1(=CC=CC=C1)P(C1=CC=CC=C1)[C-]1C=CC=C1.[CH-]1C=CC=C1.[Fe+2].[Pd+2].[Cl-] (palladiumdiphenylphosphinoferrocene chloride). Run in O1CCCC1 (tetrahydrofuran), O1CCCC1 (tetrahydrofuran), O1CCCC1 (tetrahydrofuran). Conditions: time 4 hour. Product: FC=1C=NC2=CC=C(C=C2C1C(CC)C1C(CN(CC1)C(=O)OC(C)(C)C)C(=O)OC)OC (methyl (3RS,4RS)-4-[3-(3-fluoro-6-methoxyquinolin-4-yl)-3-propyl]-1-(tert-butyloxycarbonyl)piperidine-3-carboxylate). Isolated yield 76.6%. As a reaction SMILES: [C:1]([O:5][C:6]([N:8]1[CH2:13][CH2:12][CH:11]([CH2:14][CH:15]=[CH2:16])[CH:10]([C:17]([O:19][CH3:20])=[O:18])[CH2:9]1)=[O:7])([CH3:4])([CH3:3])[CH3:2].C12BC(CCC1)CCC2.I[C:31]1[C:40]2[C:35](=[CH:36][CH:37]=[C:38]([O:41][CH3:42])[CH:39]=2)[N:34]=[CH:33][C:32]=1[F:43].P([O-])([O-])([O-])=O.[K+].[K+].[K+]>O1CCCC1.[Cl-].C1(P([C-]2C=CC=C2)C2C=CC=CC=2)C=CC=CC=1.[CH-]1C=CC=C1.[Fe+2].[Pd+2].[Cl-]>[F:43][C:32]1[CH:33]=[N:34][C:35]2[C:40]([C:31]=1[CH:14]([CH:11]1[CH2:12][CH2:13][N:8]([C:6]([O:5][C:1]([CH3:2])([CH3:4])[CH3:3])=[O:7])[CH2:9][CH:10]1[C:17]([O:19][CH3:20])=[O:18])[CH2:15][CH3:16])=[CH:39][C:38]([O:41][CH3:42])=[CH:37][CH:36]=2 |f:3.4.5.6,8.9.10.11.12.13|. Procedure details: A solution of 1.45 g of methyl (3RS,4RS)-1-(tert-butyloxycarbonyl)-4-allylpiperidine-3-carboxylate in 20-cm3 of tetrahydrofuran was slowly added, at a temperature in the region of 0° C. with stirring and under an inert atmosphere, to 16-cm3 of a 0.5 M solution of 9-borabicyclo[3.3.1]nonane in tetrahydrofuran. The mixture was then brought to a temperature in the region of 20° C. while the stirring was continued for a further 4 hours. 1.52 g of 4-iodo-3-fluoro-6-methoxyquinoline in solution in 40-... Reactants: NC(=O)c1cc(Br)cc2c(C3CCS(=O)(=O)CC3)c[nH]c12, O=C([O-])[O-], CC1(C)OB(c2csc(C=O)c2)OC1(C)C, [K+], [K+], C1COCCO1, O. Yields the product NC(=O)c1cc(-c2csc(C=O)c2)cc2c(C3CCS(=O)(=O)CC3)c[nH]c12. As a reaction SMILES: [Br:1][c:2]1[cH:3][c:4]2[c:5]([CH:14]3[CH2:15][CH2:16][S:17](=[O:20])(=[O:21])[CH2:18][CH2:19]3)[cH:6][nH:7][c:8]2[c:9]([C:11](=[O:12])[NH2:13])[cH:10]1.[C:38](=[O:39])([O-:40])[O-:41].[CH3:22][C:23]1([CH3:24])[C:25]([CH3:26])([CH3:27])[O:28][B:29]([c:30]2[cH:31][c:32]([CH:35]=[O:36])[s:33][cH:34]2)[O:37]1.[K+:42].[K+:43].[O:45]1[CH2:46][CH2:47][O:48][CH2:49][CH2:50]1.[OH2:44]>>[c:2]1(-[c:30]2[cH:31][c:32]([CH:35]=[O:36])[s:33][cH:34]2)[cH:3][c:4]2[c:5]([CH:14]3[CH2:15][CH2:16][S:17](=[O:20])(=[O:21])[CH2:18][CH2:19]3)[cH:6][nH:7][c:8]2[c:9]([C:11](=[O:12])[NH2:13])[cH:10]1. Product: O=C(Cc1ccc(Cl)cc1)c1cc(C(F)(F)F)ccc1F. RXN SMILES: [CH2:37]1[O:38][CH2:39][CH2:40][CH2:41]1.[CH3:13][Si:14]([N-:15][Si:16]([CH3:17])([CH3:18])[CH3:19])([CH3:20])[CH3:21].[ClH:42].[F:22][c:23]1[c:24]([C:25]([O:26][CH3:27])=[O:28])[cH:29][c:30]([C:33]([F:34])([F:35])[F:36])[cH:31][cH:32]1.[Na+:12].[OH:1][C:2](=[O:3])[CH2:4][c:5]1[cH:6][cH:7][c:8]([Cl:9])[cH:10][cH:11]1>>[C:2](=[O:3])([CH2:4][c:5]1[cH:6][cH:7][c:8]([Cl:9])[cH:10][cH:11]1)[c:24]1[c:23]([F:22])[cH:32][cH:31][c:30]([C:33]([F:34])([F:35])[F:36])[cH:29]1. The reactants are C1CCOC1, C[Si](C)(C)[N-][Si](C)(C)C, Cl, COC(=O)c1cc(C(F)(F)F)ccc1F, [Na+], O=C(O)Cc1ccc(Cl)cc1. Starting materials: FC1=C(C(=O)NC=2C=C3C(=NC2)N(C(=C3)I)S(=O)(=O)C3=CC=CC=C3)C(=CC=C1NS(=O)(=O)CCC)F (2,6-Difluoro-N-(2-iodo-1-(phenylsulfonyl)-1H-pyrrolo[2,3-b]pyridin-5-yl)-3-(propylsulfonamido)benzamide), CNC (dimethylamine). Run in O1CCOCC1 (1,4-dioxane), O (water). Conditions: temperature 100 celsius. Yields the product CN(C1=CC=2C(=NC=C(C2)NC(C2=C(C(=CC=C2F)NS(=O)(=O)CCC)F)=O)N1)C (N-(2-(dimethylamino)-1H-pyrrolo[2,3-b]pyridin-5-yl)-2,6-difluoro-3-(propylsulfonamido)benzamide). The yield is 18.0%. As a reaction SMILES: [F:1][C:2]1[C:29]([NH:30][S:31]([CH2:34][CH2:35][CH3:36])(=[O:33])=[O:32])=[CH:28][CH:27]=[C:26]([F:37])[C:3]=1[C:4]([NH:6][C:7]1[CH:8]=[C:9]2[CH:15]=[C:14](I)[N:13](S(C3C=CC=CC=3)(=O)=O)[C:10]2=[N:11][CH:12]=1)=[O:5].[CH3:38][NH:39][CH3:40]>O.O1CCOCC1>[CH3:38][N:39]([CH3:40])[C:14]1[NH:13][C:10]2=[N:11][CH:12]=[C:7]([NH:6][C:4](=[O:5])[C:3]3[C:26]([F:37])=[CH:27][CH:28]=[C:29]([NH:30][S:31]([CH2:34][CH2:35][CH3:36])(=[O:32])=[O:33])[C:2]=3[F:1])[CH:8]=[C:9]2[CH:15]=1. Procedure: 2,6-Difluoro-N-(2-iodo-1-(phenylsulfonyl)-1H-pyrrolo[2,3-b]pyridin-5-yl)-3-(propylsulfonamido)benzamide (0.050 g, 0.076 mmol) and 7.9M dimethylamine in water (0.240 mL) were combined in 1,4-dioxane (0.500 mL). The solution was heated at 100° C. for 18 hours in a sealed vessel. The reaction mixture was concentrated and purified via reverse phase chromatography to give N-(2-(dimethylamino)-1H-pyrrolo[2,3-b]pyridin-5-yl)-2,6-difluoro-3-(propylsulfonamido)benzamide (5.9 mg, 18% yield) as a solid. 1H... Reactants: CCO, CCOC(C)=O, N#CCc1ccc(-c2nc3ccccc3o2)cc1[N+](=O)[O-]. The product is N#CCc1ccc(-c2nc3ccccc3o2)cc1N. Reaction SMILES: [CH3:22][CH2:23][OH:24].[CH3:25][CH2:26][O:27][C:28]([CH3:29])=[O:30].[o:1]1[c:2](-[c:10]2[cH:11][c:12]([N+:19]([O-:20])=[O:21])[c:13]([CH2:16][C:17]#[N:18])[cH:14][cH:15]2)[n:3][c:4]2[c:5]1[cH:6][cH:7][cH:8][cH:9]2>>[o:1]1[c:2](-[c:10]2[cH:11][c:12]([NH2:19])[c:13]([CH2:16][C:17]#[N:18])[cH:14][cH:15]2)[n:3][c:4]2[c:5]1[cH:6][cH:7][cH:8][cH:9]2. As a reaction SMILES: COC1C=CC(N2CCN(CCC3C=CC=CC=3)CC2)=CC=1.[Cl:23][C:24]1[CH:29]=[CH:28][C:27]([S:30]([N:33]2[CH2:38][CH2:37][N:36]([C:39]3[CH:44]=[C:43]([F:45])[C:42](OC)=[CH:41][C:40]=3[F:48])[CH2:35][CH2:34]2)(=[O:32])=[O:31])=[CH:26][CH:25]=1>>[Cl:23][C:24]1[CH:25]=[CH:26][C:27]([S:30]([N:33]2[CH2:34][CH2:35][N:36]([C:39]3[CH:44]=[C:43]([F:45])[CH:42]=[CH:41][C:40]=3[F:48])[CH2:37][CH2:38]2)(=[O:31])=[O:32])=[CH:28][CH:29]=1. Isolated yield 88.1%. Procedure details: Production Example 2 was repeated except that 1-(4-methoxyphenyl)-4-phenethylpiperazine was replaced with 1-(4-chlorobenzenesulfonyl)-4-(2,5-difluoro-4-methoxyphenyl)-piperazine (395 mg). The resulting crude product was purified on silica gel column chromatography (eluent, hexane: ethyl acetate=2:1) to provide 1-(4-chlorophenylsulfonyl)-4-(2,5-difluorophenyl)-piperazine (322 mg). Product: ClC1=CC=C(C=C1)S(=O)(=O)N1CCN(CC1)C1=C(C=CC(=C1)F)F (1-(4-chlorophenylsulfonyl)-4-(2,5-difluorophenyl)-piperazine). Reactants: COC1=CC=C(C=C1)N1CCN(CC1)CCC1=CC=CC=C1 (1-(4-methoxyphenyl)-4-phenethylpiperazine), ClC1=CC=C(C=C1)S(=O)(=O)N1CCN(CC1)C1=C(C=C(C(=C1)F)OC)F (1-(4-chlorobenzenesulfonyl)-4-(2,5-difluoro-4-methoxyphenyl)-piperazine). The reactants are ClC1=C(COC=2C=CC=C3C=CC(=NC23)C)C(=CC=C1C(=O)O)Cl (8-(2,6-dichloro-3-carboxybenzyloxy)-2-methylquinoline), C(C)(C)(C)OC(=O)N1CCNCC1 (1-(tert-butoxycarbonyl)piperazine), Cl.C(C)N=C=NCCCN(C)C (1-ethyl-3-(3-dimethylaminopropyl)carbodiimide hydrochloride), ON1N=NC2=C1C=CC=C2 (1-hydroxybenzotriazole), C([O-])(O)=O.[Na+] (sodium bicarbonate). Run in CN(C=O)C (N,N-dimethylformamide). Reaction conditions: time 2 hour. Product: C(C)(C)(C)OC(=O)N1CCN(CC1)C(=O)C=1C(=C(COC=2C=CC=C3C=CC(=NC23)C)C(=CC1)Cl)Cl (8-[3-[4-(tert-butoxycarbonyl)piperazine-1-carbonyl]-2,6-dichlorobenzyloxy]-2-methylquinoline). The yield is 92.2%. RXN SMILES: [Cl:1][C:2]1[C:20]([C:21](O)=[O:22])=[CH:19][CH:18]=[C:17]([Cl:24])[C:3]=1[CH2:4][O:5][C:6]1[CH:7]=[CH:8][CH:9]=[C:10]2[C:15]=1[N:14]=[C:13]([CH3:16])[CH:12]=[CH:11]2.[C:25]([O:29][C:30]([N:32]1[CH2:37][CH2:36][NH:35][CH2:34][CH2:33]1)=[O:31])([CH3:28])([CH3:27])[CH3:26].Cl.C(N=C=NCCCN(C)C)C.ON1C2C=CC=CC=2N=N1.C(=O)(O)[O-].[Na+]>CN(C)C=O>[C:25]([O:29][C:30]([N:32]1[CH2:37][CH2:36][N:35]([C:21]([C:20]2[C:2]([Cl:1])=[C:3]([C:17]([Cl:24])=[CH:18][CH:19]=2)[CH2:4][O:5][C:6]2[CH:7]=[CH:8][CH:9]=[C:10]3[C:15]=2[N:14]=[C:13]([CH3:16])[CH:12]=[CH:11]3)=[O:22])[CH2:34][CH2:33]1)=[O:31])([CH3:28])([CH3:26])[CH3:27] |f:2.3,5.6|. Reported procedure: A suspension of 8-(2,6-dichloro-3-carboxybenzyloxy)-2-methylquinoline (200 mg), 1-(tert-butoxycarbonyl)piperazine (109 mg), 1-ethyl-3-(3-dimethylaminopropyl)carbodiimide hydrochloride (127 mg) and 1-hydroxybenzotriazole (104 mg) in N,N-dimethylformamide (2 ml) was stirred for 2 hours at ambient temperature. To the reaction mixture was added saturated sodium bicarbonate solution, and the mixture was extracted with ethyl acetate. The extract was washed with water and brine, dried over magnesium su...